Dataset: the Open Reaction Database (ORD), a public repository of structured organic reaction records. Task: describe an organic reaction: reactants, conditions, products, and yield Reactants: CCO, Cl, [Na+], C1CCOC1, [OH-], CCOC(=O)CCc1cn(Cc2cccc(C(=O)Nc3ccccn3)c2)nc1-c1ccccc1. Product: O=C(O)CCc1cn(Cc2cccc(C(=O)Nc3ccccn3)c2)nc1-c1ccccc1. Reaction SMILES: [CH3:37][CH2:38][OH:39].[ClH:40].[Na+:36].[O:41]1[CH2:42][CH2:43][CH2:44][CH2:45]1.[OH-:35].[c:1]1(-[c:7]2[n:8][n:9]([CH2:19][c:20]3[cH:21][c:22]([C:26](=[O:27])[NH:28][c:29]4[n:30][cH:31][cH:32][cH:33][cH:34]4)[cH:23][cH:24][cH:25]3)[cH:10][c:11]2[CH2:12][CH2:13][C:14](=[O:15])[O:16][CH2:17][CH3:18])[cH:2][cH:3][cH:4][cH:5][cH:6]1>>[c:1]1(-[c:7]2[n:8][n:9]([CH2:19][c:20]3[cH:21][c:22]([C:26](=[O:27])[NH:28][c:29]4[n:30][cH:31][cH:32][cH:33][cH:34]4)[cH:23][cH:24][cH:25]3)[cH:10][c:11]2[CH2:12][CH2:13][C:14](=[O:15])[OH:16])[cH:2][cH:3][cH:4][cH:5][cH:6]1. Starting materials: C(C1=CC=CC=C1)OC=1C=CC(=C(C1)C(C(=C)C)=O)[N+](=O)[O-] (1-[5-(benzyloxy)-2-nitrophenyl]-2-methyl-2-propen-1-one). The reagents and catalysts are [Pd] (palladium/carbon). Solvent: C(C)O (ethanol). Run at time 4.5 hour. Product: NC1=C(C=C(C=C1)O)C(C(C)C)=O (1-(2-amino-5-hydroxyphenyl)-2-methyl-1-propanone). The yield is 63.2%. As a reaction SMILES: C([O:8][C:9]1[CH:10]=[CH:11][C:12]([N+:20]([O-])=O)=[C:13]([C:15](=[O:19])[C:16]([CH3:18])=[CH2:17])[CH:14]=1)C1C=CC=CC=1>C(O)C.[Pd]>[NH2:20][C:12]1[CH:11]=[CH:10][C:9]([OH:8])=[CH:14][C:13]=1[C:15](=[O:19])[CH:16]([CH3:17])[CH3:18]. Procedure: 0.2 g of palladium/carbon (10%) is suspended in a solution of 1.34 g (4.51 mmol) of 1-[5-(benzyloxy)-2-nitrophenyl]-2-methyl-2-propen-1-one in 50 ml of ethanol. The mixture is shaken under a hydrogen atmosphere at 3 bar for 4.5 h, then the mixture is filtered off through kieselguhr, the filtrate is concentrated in vacuo and the residue is purified on silica gel (cyclohexane/ethyl acetate 5:2-1:1). 511 mg (63%) of 1-(2-amino-5-hydroxyphenyl)-2-methyl-1-propanone are obtained.